This data is from the Open Reaction Database (ORD), a public repository of structured organic reaction records. The task is: describe an organic reaction: reactants, conditions, products, and yield Reactants: C(C)(=O)NC1=C(C=C(C=C1)SC#N)[N+](=O)[O-] (1-acetamido-2-nitro-4-thiocyanatobenzene), BrC=1SC=CN1 (2-bromothiazole), CN(C=O)C (dimethylformamide), [BH4-].[Na+] (sodium borohydride). Run in O (water). Run at time 1 hour. The product is C(C)(=O)NC1=C(C=C(C=C1)SC=1SC=CN1)[N+](=O)[O-] (1-acetamido-2-nitro-4-(thiazol-2-ylthio)benzene). As a reaction SMILES: [C:1]([NH:4][C:5]1[CH:10]=[CH:9][C:8]([S:11][C:12]#[N:13])=[CH:7][C:6]=1[N+:14]([O-:16])=[O:15])(=[O:3])[CH3:2].CN(C)C=O.[BH4-].[Na+].BrC1[S:26][CH:27]=[CH:28]N=1>O>[C:1]([NH:4][C:5]1[CH:10]=[CH:9][C:8]([S:11][C:12]2[S:26][CH:27]=[CH:28][N:13]=2)=[CH:7][C:6]=1[N+:14]([O-:16])=[O:15])(=[O:3])[CH3:2] |f:2.3|. Procedure: To a solution of 2.37 g. of 1-acetamido-2-nitro-4-thiocyanatobenzene in 10 ml. dimethylformamide, there is added under nitrogen at less than 30° C., 0.38 g. of sodium borohydride. The mixture is stirred at 20°-30° C. for 1 hour, then 3.2 ml. of 2-bromothiazole is added. The mixture is heated to 130°-135° C. for 1 hour, then cooled and diluted with water. The crude product is filtered off and recrystallized from methanol yielding 1-acetamido-2-nitro-4-(thiazol-2-ylthio)benzene. Reactants: Cc1cnc(NC(=O)c2cc(OCc3ccccc3)cc(OC3CCOCC3)c2)cn1, CCO, [H][H]. Yields the product Cc1cnc(NC(=O)c2cc(O)cc(OC3CCOCC3)c2)cn1. Reaction SMILES: [CH3:1][c:2]1[n:3][cH:4][c:5]([NH:8][C:9]([c:10]2[cH:11][c:12]([O:23][CH2:24][c:25]3[cH:26][cH:27][cH:28][cH:29][cH:30]3)[cH:13][c:14]([O:16][CH:17]3[CH2:18][CH2:19][O:20][CH2:21][CH2:22]3)[cH:15]2)=[O:31])[n:6][cH:7]1.[CH3:34][CH2:35][OH:36].[H:32][H:33]>>[CH3:1][c:2]1[n:3][cH:4][c:5]([NH:8][C:9]([c:10]2[cH:11][c:12]([OH:23])[cH:13][c:14]([O:16][CH:17]3[CH2:18][CH2:19][O:20][CH2:21][CH2:22]3)[cH:15]2)=[O:31])[n:6][cH:7]1. Starting materials: CC(=O)[O-], Cl, COc1cc(C(C)=O)ccc1OCCCN1CCC(c2noc3cc(F)ccc23)CC1, NO, [NH4+], O. Product: Cl, COc1cc(C(C)=NO)ccc1OCCCN1CCC(c2noc3cc(F)ccc23)CC1. Reaction SMILES: [CH3:36][C:37](=[O:38])[O-:39].[ClH:32].[F:1][c:2]1[cH:3][c:4]2[c:5]([c:6]([CH:9]3[CH2:10][CH2:11][N:12]([CH2:15][CH2:16][CH2:17][O:18][c:19]4[c:20]([O:28][CH3:29])[cH:21][c:22]([C:25]([CH3:26])=[O:27])[cH:23][cH:24]4)[CH2:13][CH2:14]3)[n:7][o:8]2)[cH:30][cH:31]1.[NH2:33][OH:34].[NH4+:35].[OH2:40]>>[ClH:32].[F:1][c:2]1[cH:3][c:4]2[c:5]([c:6]([CH:9]3[CH2:10][CH2:11][N:12]([CH2:15][CH2:16][CH2:17][O:18][c:19]4[c:20]([O:28][CH3:29])[cH:21][c:22]([C:25]([CH3:26])=[N:33][OH:34])[cH:23][cH:24]4)[CH2:13][CH2:14]3)[n:7][o:8]2)[cH:30][cH:31]1. The reactants are C(C1=CC=CC=C1)N1N=C2C(=CC=CC2=C1C1=CC=C(OC=2C=C(C(=O)OC)C=CC2)C=C1)C(F)(F)F (methyl 3-{4-[2-benzyl-7-(trifluoromethyl)-2H-indazol-3-yl]phenoxy}benzoate), [H-].[H-].[H-].[H-].[Li+].[Al+3] (LiAlH4). The solvent is C(C)OCC (diethylether). Reaction conditions: time 8 hour. Product: C(C1=CC=CC=C1)N1N=C2C(=CC=CC2=C1C1=CC=C(OC=2C=C(C=CC2)CO)C=C1)C(F)(F)F ((3-{4-[2-BENZYL-7-(TRIFLUOROMETHYL)-2H-INDAZOL-3-YL]PHENOXY}PHENYL)METHANOL). RXN SMILES: [CH2:1]([N:8]1[C:16]([C:17]2[CH:33]=[CH:32][C:20]([O:21][C:22]3[CH:23]=[C:24]([CH:29]=[CH:30][CH:31]=3)[C:25](OC)=[O:26])=[CH:19][CH:18]=2)=[C:15]2[C:10]([C:11]([C:34]([F:37])([F:36])[F:35])=[CH:12][CH:13]=[CH:14]2)=[N:9]1)[C:2]1[CH:7]=[CH:6][CH:5]=[CH:4][CH:3]=1.[H-].[H-].[H-].[H-].[Li+].[Al+3]>C(OCC)C>[CH2:1]([N:8]1[C:16]([C:17]2[CH:33]=[CH:32][C:20]([O:21][C:22]3[CH:23]=[C:24]([CH2:25][OH:26])[CH:29]=[CH:30][CH:31]=3)=[CH:19][CH:18]=2)=[C:15]2[C:10]([C:11]([C:34]([F:36])([F:37])[F:35])=[CH:12][CH:13]=[CH:14]2)=[N:9]1)[C:2]1[CH:7]=[CH:6][CH:5]=[CH:4][CH:3]=1 |f:1.2.3.4.5.6|. Procedure details: This compound was prepared from methyl 3-{4-[2-benzyl-7-(trifluoromethyl)-2H-indazol-3-yl]phenoxy}benzoate (Example 912; 30 mg, 0.060 mmol), which was dissolved in 1.5 ml diethylether and treated with LiAlH4. The reaction mixture was stirred at room temperature overnight. The reaction mixture was quenched with water and stirred for 15 minutes. The slurry was filtered and the product extracted with Et2O/NH4Cl (aq, sat). After evaporation of the solvents, the crude material was purified by HPLC us... Reactants: BrC=1C(=C(N(C1)S(=O)(=O)C1=CC=C(C)C=C1)CC(C(CC(C(OC)OC)=O)(C)C)[N+](=O)[O-])C (6-(4-Bromo-3-methyl-N-tosylpyrrol-2-yl)-1,1-dimethoxy-4,4-dimethyl-5-nitrohexan-2-one), CCCC[N+](CCCC)(CCCC)CCCC.[F-] (TBAF), C(=O)(O)[O-].[Na+] (NaHCO3). The solvent is C(C)(=O)OCC (ethyl acetate). Reaction conditions: time 1 hour. The product is BrC=1C(=C(NC1)CC(C(CC(C(OC)OC)=O)(C)C)[N+](=O)[O-])C (6-(4-Bromo-3-methyl-1H-pyrrol-2-yl)-1,1-dimethoxy-4,4-dimethyl-5-nitrohexan-2-one). The yield is 61.2%. RXN SMILES: [Br:1][C:2]1[C:3]([CH3:33])=[C:4]([CH2:17][CH:18]([N+:30]([O-:32])=[O:31])[C:19]([CH3:29])([CH3:28])[CH2:20][C:21](=[O:27])[CH:22]([O:25][CH3:26])[O:23][CH3:24])[N:5](S(C2C=CC(C)=CC=2)(=O)=O)[CH:6]=1.CCCC[N+](CCCC)(CCCC)CCCC.[F-].C([O-])(O)=O.[Na+]>C(OCC)(=O)C>[Br:1][C:2]1[C:3]([CH3:33])=[C:4]([CH2:17][CH:18]([N+:30]([O-:32])=[O:31])[C:19]([CH3:29])([CH3:28])[CH2:20][C:21](=[O:27])[CH:22]([O:25][CH3:26])[O:23][CH3:24])[NH:5][CH:6]=1 |f:1.2,3.4|. Procedure details: Following a general procedure,50 a sample of 6-Ts (9.12 g, 16.7 mmol) was treated with TBAF (34 mL, 1.0 M in THF, 34 mmol), and the reaction mixture was stirred for 1 h at reflux. A saturated solution of aqueous NaHCO3 (100 mL) was added followed by ethyl acetate (50 mL). The mixture was extracted with ethyl acetate. The organic layer was dried (Na2SO4), concentrated to a brown oil, dried under high vacuum for 2 h, and chromatographed (silica, CH2Cl2) to give a light brown oil (4.00 g, 61%): 1H ... Starting materials: CCOC(=O)Cc1c[nH]nc1OCC, CN(C)C=O, Cc1oc(-c2ccccc2)nc1COc1ccc(CCl)cc1, [H-], [Na+], O. Product: CCOC(=O)Cc1cn(Cc2ccc(OCc3nc(-c4ccccc4)oc3C)cc2)nc1OCC. Reaction SMILES: [CH2:25]([CH3:26])[O:27][c:28]1[n:29][nH:30][cH:31][c:32]1[CH2:33][C:34](=[O:35])[O:36][CH2:37][CH3:38].[CH3:40][N:41]([CH3:42])[CH:43]=[O:44].[Cl:3][CH2:4][c:5]1[cH:6][cH:7][c:8]([O:9][CH2:10][c:11]2[n:12][c:13](-[c:17]3[cH:18][cH:19][cH:20][cH:21][cH:22]3)[o:14][c:15]2[CH3:16])[cH:23][cH:24]1.[H-:1].[Na+:2].[OH2:39]>>[CH2:4]([c:5]1[cH:6][cH:7][c:8]([O:9][CH2:10][c:11]2[n:12][c:13](-[c:17]3[cH:18][cH:19][cH:20][cH:21][cH:22]3)[o:14][c:15]2[CH3:16])[cH:23][cH:24]1)[n:30]1[n:29][c:28]([O:27][CH2:25][CH3:26])[c:32]([CH2:33][C:34](=[O:35])[O:36][CH2:37][CH3:38])[cH:31]1. Reactants: C(C)(C)(C)C=1C=C(CN2CCN(CC2)CC(=O)OCC)C=C(C1)C(C)(C)C (Ethyl 2-(4-(3,5-di-tert-butylbenzyl)piperazin-1-yl)acetate), NN (hydrazine). Solvent: C(C)O (ethanol). Product: C(C)(C)(C)C=1C=C(CN2CCN(CC2)CC(=O)NN)C=C(C1)C(C)(C)C (2-(4-(3,5-di-tert-butylbenzyl)piperazin-1-yl)acetohydrazide). As a reaction SMILES: [C:1]([C:5]1[CH:6]=[C:7]([CH:21]=[C:22]([C:24]([CH3:27])([CH3:26])[CH3:25])[CH:23]=1)[CH2:8][N:9]1[CH2:14][CH2:13][N:12]([CH2:15][C:16](OCC)=[O:17])[CH2:11][CH2:10]1)([CH3:4])([CH3:3])[CH3:2].[NH2:28][NH2:29]>C(O)C>[C:24]([C:22]1[CH:21]=[C:7]([CH:6]=[C:5]([C:1]([CH3:2])([CH3:4])[CH3:3])[CH:23]=1)[CH2:8][N:9]1[CH2:10][CH2:11][N:12]([CH2:15][C:16]([NH:28][NH2:29])=[O:17])[CH2:13][CH2:14]1)([CH3:26])([CH3:27])[CH3:25]. Reported procedure: Synthesized according to General Procedure C: 6{22} (4.57 g, 12.2 mmol, 1 equiv.), anhydrous hydrazine (1.1 mL, 36.6 mmol, 3 equiv.), ethanol (24.7 mL). Purification by silica gel column chromatography (4:1 EtOAc:MeOH) afforded 1{22} (2.88 g, 66%) as a beige solid. 1H-NMR (500 MHz, CDCl3): δ 8.17 (br s, 1H), 7.31 (t, 1H, J=1.5 Hz), 7.13 (d, 2H, J=1.5 Hz), 3.84 (br s, 2H), 3.51 (s, 2H), 3.08 (s, 2H), 2.55 (br s, 4H), 2.47 (br s, 4H), 1.32 (s, 18H). 13C-NMR (125 MHz, CDCl3): δ 170.5, 150.5, 136.7,... Starting materials: BrC=1C=CC(=C(C=O)C1)O (5-bromo-2-hydroxybenzaldehyde), C([O-])([O-])=O.[K+].[K+] (potassium carbonate), BrCC(C)C (1-bromo-2-methylpropane). Solvent: CN(C=O)C (dimethylformamide). Run at temperature 70 celsius. Yields the product BrC=1C=CC(=C(C=O)C1)OCC(C)C (5-bromo-2-isobutoxybenzaldehyde). Reaction SMILES: [Br:1][C:2]1[CH:3]=[CH:4][C:5]([OH:10])=[C:6]([CH:9]=1)[CH:7]=[O:8].C(=O)([O-])[O-].[K+].[K+].Br[CH2:18][CH:19]([CH3:21])[CH3:20]>CN(C)C=O>[Br:1][C:2]1[CH:3]=[CH:4][C:5]([O:10][CH2:18][CH:19]([CH3:21])[CH3:20])=[C:6]([CH:9]=1)[CH:7]=[O:8] |f:1.2.3|. Procedure details: To a solution of 5-bromo-2-hydroxybenzaldehyde (7.63 g) in dimethylformamide (40 ml) was added anhydrous potassium carbonate (15.7 g) followed by 1-bromo-2-methylpropane (6.2 ml). The resulting mixture was heated to 70° C. for 18 h. The mixture was partitioned between water and ethyl acetate. The organic layer was washed with 2N sodium hydroxide, dried (MgSO4) and evaporated to give an oil which was purified by column chromatography eluting with ethyl acetate/iso-hexane (10:90) to give 5-bromo-2... Starting materials: CC1C([C@H]2N(C1C(=O)OCC1=CC3=CC=CC=C3C=C1)C(C2NC(C(NC(=O)N2C(C(N(CC2)CC)=O)=O)C2=CC=CC=C2)=O)=O)=O (2-Naphthylmethyl 2-methyl-1-oxo-6-[2-phenyl-2-(4-ethyl-2,3-dioxopiperazine-1-carboxamido)acetamido]carbapenam-3-carboxylate), C(Cl)Cl (methylene chloride), [BH4-].C(CCC)[N+](CCCC)(CCCC)CCCC (tetrabutylammonium borohydride). The solvent is C(C)(=O)OCC (ethyl acetate). The product is OC1C(C(N2[C@H]1C(C2=O)NC(C(NC(=O)N2C(C(N(CC2)CC)=O)=O)C2=CC=CC=C2)=O)C(=O)OCC2=CC1=CC=CC=C1C=C2)C (2-naphthylmethyl 1-hydroxy-2-methyl-6-[2-phenyl-2-(4-ethyl-2,3-dioxopiperazine-1-carboxamido)acetamido]carbapenam-3-carboxylate). Isolated yield 100.2%. As a reaction SMILES: [CH3:1][CH:2]1[CH:6]([C:7]([O:9][CH2:10][C:11]2[CH:20]=[CH:19][C:18]3[C:13](=[CH:14][CH:15]=[CH:16][CH:17]=3)[CH:12]=2)=[O:8])[N:5]2[C:21](=[O:46])[CH:22]([NH:23][C:24](=[O:45])[CH:25]([C:39]3[CH:44]=[CH:43][CH:42]=[CH:41][CH:40]=3)[NH:26][C:27]([N:29]3[CH2:34][CH2:33][N:32]([CH2:35][CH3:36])[C:31](=[O:37])[C:30]3=[O:38])=[O:28])[C@H:4]2[C:3]1=[O:47].C(Cl)Cl.[BH4-].C([N+](CCCC)(CCCC)CCCC)CCC>C(OCC)(=O)C>[OH:47][CH:3]1[C@@H:4]2[CH:22]([NH:23][C:24](=[O:45])[CH:25]([C:39]3[CH:40]=[CH:41][CH:42]=[CH:43][CH:44]=3)[NH:26][C:27]([N:29]3[CH2:34][CH2:33][N:32]([CH2:35][CH3:36])[C:31](=[O:37])[C:30]3=[O:38])=[O:28])[C:21](=[O:46])[N:5]2[CH:6]([C:7]([O:9][CH2:10][C:11]2[CH:20]=[CH:19][C:18]3[C:13](=[CH:14][CH:15]=[CH:16][CH:17]=3)[CH:12]=2)=[O:8])[CH:2]1[CH3:1] |f:2.3|. Reported procedure: 2-Naphthylmethyl 2-methyl-1-oxo-6-[2-phenyl-2-(4-ethyl-2,3-dioxopiperazine-1-carboxamido)acetamido]carbapenam-3-carboxylate (36 mg., 0.056 mmole) in 3.6 ml. of methylene chloride at -78° C. was reduced with tetrabutylammonium borohydride (3.6 mg., 0.014 mmoles). After a 1 hour reaction time at -78° C., tlc (ethyl acetate) indicated conversion was complete. Isolation according to Example 3 (without chromatography) afforded 2-naphthylmethyl 1-hydroxy-2-methyl-6-[2-phenyl-2-(4-ethyl-2,3-dioxopipera...